From a dataset of the Open Reaction Database (ORD), a public repository of structured organic reaction records. describe an organic reaction: reactants, conditions, products, and yield Starting materials: ( a ), ( a ), ClC1=CC=C(C=C1)CCC(CN1C=NC=C1)=O (1-[4-(4-chlorophenyl)butan-2-on-1-yl]imidazole), C(CO)O (ethylene glycol), ClC1=CC=C(C=C1)CCC1(OCC(O1)CC(C)C)CN1C=NC=C1 (1-[[2-(2-(4-chlorophenyl)ethyl)-4-(2-methylpropyl)-1,3-dioxolan-2-yl]methyl]imidazole), ketones, C(CO)O (ethylene glycol). Product: C(CCC)OC1=CC=C(C=C1)CCC1(OCC(O1)CCCC)CN1C=NC=C1 (1-[[2-(2-(4-n-butoxyphenyl)ethyl)-4-n-butyl-1,3-dioxolan-2-yl]methyl]imidazole). RXN SMILES: Cl[C:2]1[CH:7]=[CH:6][C:5]([CH2:8][CH2:9][C:10]2([CH2:19][N:20]3[CH:24]=[CH:23][N:22]=[CH:21]3)[O:14][CH:13]([CH2:15][CH:16]([CH3:18])C)[CH2:12][O:11]2)=[CH:4][CH:3]=1.ClC1C=C[C:29]([CH2:32][CH2:33][C:34](=[O:41])CN2C=CN=C2)=CC=1.[CH2:42](O)CO>>[CH2:34]([O:41][C:2]1[CH:3]=[CH:4][C:5]([CH2:8][CH2:9][C:10]2([CH2:19][N:20]3[CH:24]=[CH:23][N:22]=[CH:21]3)[O:14][CH:13]([CH2:15][CH2:16][CH2:18][CH3:42])[CH2:12][O:11]2)=[CH:6][CH:7]=1)[CH2:33][CH2:32][CH3:29]. Procedure: Substituting 4-methylpentane-1,2-diol for ethylene glycol in part (a) of this example there is prepared 1-[[2-(2-(4-chlorophenyl)ethyl)-4-(2-methylpropyl)-1,3-dioxolan-2-yl]methyl]imidazole. By substituting the appropriate ketones for 1-[4-(4-chlorophenyl)butan-2-on-1-yl]imidazole and substituting 4-methylpentane-1,2-diol for ethylene glycol in part (a) of this example the following compounds are prepared: Starting materials: C(C)(=O)O[C@@H]1C[C@H]([C@H](C1CCCCCCCCC(=O)OC(C)C)CO[Si](C)(C)C(C)(C)C)OC1OCCCC1 (Isopropyl 9-[5(R)-(acetoxy)-2(R)-(t-butyldimethlysiloxymethyl)-3(R)-(tetrahydropyranyloxy)cyclopentyl]nonanoate). Solvent: C1CCOC1 (THF), [F-].C(CCC)[N+](CCCC)(CCCC)CCCC (tetrabutylammonium fluoride). Run at time 8 hour. The product is C(C)(=O)O[C@@H]1C[C@H]([C@H](C1CCCCCCCCC(=O)OC(C)C)CO)OC1OCCCC1 (Isopropyl 9-[5(R)-(acetoxy)-2(R)-(hydroxymethyl)-3(R)-(tetrahydropyranyloxy)cyclopentyl]nonanoate). Reaction SMILES: [C:1]([O:4][C@H:5]1[CH:9]([CH2:10][CH2:11][CH2:12][CH2:13][CH2:14][CH2:15][CH2:16][CH2:17][C:18]([O:20][CH:21]([CH3:23])[CH3:22])=[O:19])[C@H:8]([CH2:24][O:25][Si](C(C)(C)C)(C)C)[C@H:7]([O:33][CH:34]2[CH2:39][CH2:38][CH2:37][CH2:36][O:35]2)[CH2:6]1)(=[O:3])[CH3:2]>C1COCC1.[F-].C([N+](CCCC)(CCCC)CCCC)CCC>[C:1]([O:4][C@H:5]1[CH:9]([CH2:10][CH2:11][CH2:12][CH2:13][CH2:14][CH2:15][CH2:16][CH2:17][C:18]([O:20][CH:21]([CH3:22])[CH3:23])=[O:19])[C@H:8]([CH2:24][OH:25])[C@H:7]([O:33][CH:34]2[CH2:39][CH2:38][CH2:37][CH2:36][O:35]2)[CH2:6]1)(=[O:3])[CH3:2] |f:2.3|. Procedure details: To the solution of the compound (13-3) (4.05 g) in THF(8 ml), tetrabutylammonium fluoride (1M, THF solution, 8.51 ml) was added at room temperature and the mixture was left overnight. The crude product obtained by the conventional treatment was purified by silica gel chromatography (n-hexane/ethyl acetate=6/4) to give the titled compound (13-4). The reactants are C#CC#C (diacetylene), C1=CC=CC=C1 (benzene), ( IX ), [OH-].[K+] (potassium hydroxide). The product is C1(=CC=CC=C1)C#CC#C (phenylbutadiyne). RXN SMILES: [CH:1]#[C:2][C:3]#[CH:4].[OH-].[K+].[CH:7]1[CH:12]=[CH:11][CH:10]=[CH:9][CH:8]=1>>[C:7]1([C:1]#[C:2][C:3]#[CH:4])[CH:12]=[CH:11][CH:10]=[CH:9][CH:8]=1 |f:1.2|. Procedure: The thus-obtained diacetylene derivative represented by the formula (IX) is then dissolved in benzene and refluxed while being heated for 30 min. to 1 hour in the presence of potassium hydroxide. After the reaction has been completed, the reaction mixture is filtered, and the solvent is then evaporated. The residure is then purified by silica-gel column chromatography to obtain a phenylbutadiyne derivative represented by the formula (X). Reaction SMILES: [C:1]([O:2][C:3](=[O:4])[NH:7][CH:8]1[CH2:9][N:10]([CH2:14][C:15]([F:16])([F:17])[F:18])[CH2:11][CH2:12][CH2:13]1)([CH3:5])([CH3:6])[CH3:19].[ClH:20].[O:21]1[CH2:22][CH2:23][O:24][CH2:25][CH2:26]1>>[ClH:20].[NH2:7][CH:8]1[CH2:9][N:10]([CH2:14][C:15]([F:16])([F:17])[F:18])[CH2:11][CH2:12][CH2:13]1. Product: Cl, NC1CCCN(CC(F)(F)F)C1. Starting materials: CC(C)(C)OC(=O)NC1CCCN(CC(F)(F)F)C1, Cl, C1COCCO1.